This data is from the Open Reaction Database (ORD), a public repository of structured organic reaction records. The task is: describe an organic reaction: reactants, conditions, products, and yield Starting materials: NC1(CCC1)C1=CC=C(C=C1)C=1N=C2N(C=C(N=C2OC)C(=O)OC)C1C1=CC=CC=C1 (Methyl 2-[4-(1-aminocyclobutyl)phenyl]-8-methoxy-3-phenylimidazo[1,2-a]pyrazine-6-carboxylate), N (ammonia). The product is NC1(CCC1)C1=CC=C(C=C1)C=1N=C2N(C=C(N=C2OC)C(=O)N)C1C1=CC=CC=C1 (2-[4-(1-Aminocyclobutyl)phenyl]-8-methoxy-3-phenylimidazo[1,2-a]pyrazine-6-carboxamide). RXN SMILES: [NH2:1][C:2]1([C:6]2[CH:11]=[CH:10][C:9]([C:12]3[N:13]=[C:14]4[C:19]([O:20][CH3:21])=[N:18][C:17]([C:22]([O:24]C)=O)=[CH:16][N:15]4[C:26]=3[C:27]3[CH:32]=[CH:31][CH:30]=[CH:29][CH:28]=3)=[CH:8][CH:7]=2)[CH2:5][CH2:4][CH2:3]1.[NH3:33]>>[NH2:1][C:2]1([C:6]2[CH:7]=[CH:8][C:9]([C:12]3[N:13]=[C:14]4[C:19]([O:20][CH3:21])=[N:18][C:17]([C:22]([NH2:33])=[O:24])=[CH:16][N:15]4[C:26]=3[C:27]3[CH:32]=[CH:31][CH:30]=[CH:29][CH:28]=3)=[CH:10][CH:11]=2)[CH2:3][CH2:4][CH2:5]1. Procedure: A solution of methyl 2-[4-(1-aminocyclobutyl)phenyl]-8-methoxy-3-phenylimidazo-[1,2-a]pyrazine-6-carboxylate [Example 7] (65 mg, 0.09 mmol, 80% purity (UPLC area-%), 1.0 eq) in 1.73 mL ammonia (7 M solution in methanol, ˜100 eq) was heated to 130° C. for 2 h in a single mode microwave oven. The volatile components were removed by the use of a rotary evaporator. The solvent was using a rotary evaporator and the crude material was purified via MPLC (Biotage Isolera, 10 g Snap-cartridge; eluent: DC... Reaction conditions: time 18 hour. Product: COC1=CC=C(C=C1)N1N=C(C=C1)\C=C\C(=O)OC (1-[(4-Methoxy)phenyl]-3-[E-2-(methoxycarbonyl)ethenyl]-1H-pyrazole). Isolated yield 83.0%. As a reaction SMILES: [CH3:1][O:2][C:3]1[CH:8]=[CH:7][C:6]([N:9]2[CH:13]=[CH:12][C:11](NCC(OC)=O)=[N:10]2)=[CH:5][CH:4]=1.C1(P(=[CH:39][C:40]([O:42][CH3:43])=[O:41])(C2C=CC=CC=2)C2C=CC=CC=2)C=CC=CC=1.[CH2:44](Cl)Cl>>[CH3:1][O:2][C:3]1[CH:4]=[CH:5][C:6]([N:9]2[CH:13]=[CH:12][C:11](/[CH:44]=[CH:39]/[C:40]([O:42][CH3:43])=[O:41])=[N:10]2)=[CH:7][CH:8]=1. The reactants are COC1=CC=C(C=C1)N1N=C(C=C1)NCC(=O)OC (1-[(4-methoxy)phenyl]-3-[(methoxycarbonyl)methylamino]-1H-pyrazole), C1(=CC=CC=C1)P(C1=CC=CC=C1)(C1=CC=CC=C1)=CC(=O)OC (methyl (triphenylphosphoranylidene)acetate), C(Cl)Cl (methylene chloride). Procedure: To a solution of 1-[(4-methoxy)phenyl]-3-(carboxaldehyde)-1H-pyrazole-5-[(2′-tert-butylaminosulfonyl-[1,1′]-biphen-4-yl)carboxyamide (1.30 g, 2.44 mmol) in 30 mL of methylene chloride was added methyl (triphenylphosphoranylidene)acetate (0.98 g, 2.92 mmol). The mixture was allowed to stir at ambient temperature for 18 h. The volatiles were removed in vacuo and the residue was purified by flash chromatography (elution with 1:1 ethyl acetate/hexane) to afford 1.2 g (83%) of the title compound. LRM... Reactants: COC(=O)CCCCCC(CCCCCC(=O)OC)CCCCCCCCCCCCCC (6-(TETRADECANYL)-1,11-UNDECANEDICARBOXYLIC ACID DIMETHYLESTER), [OH-].[Na+] (NaOH). Run in C(C)O (ethanol). The product is C(CCCCCCCCCCCCC)C(CCCCCC(=O)O)CCCCCC(=O)O (6-(TETRADECANYL)-1,11-UNDECANE DICARBOXYLIC ACID). As a reaction SMILES: C[O:2][C:3]([CH2:5][CH2:6][CH2:7][CH2:8][CH2:9][CH:10]([CH2:20][CH2:21][CH2:22][CH2:23][CH2:24][CH2:25][CH2:26][CH2:27][CH2:28][CH2:29][CH2:30][CH2:31][CH2:32][CH3:33])[CH2:11][CH2:12][CH2:13][CH2:14][CH2:15][C:16]([O:18]C)=[O:17])=[O:4].[OH-].[Na+]>C(O)C>[CH2:20]([CH:10]([CH2:11][CH2:12][CH2:13][CH2:14][CH2:15][C:16]([OH:18])=[O:17])[CH2:9][CH2:8][CH2:7][CH2:6][CH2:5][C:3]([OH:4])=[O:2])[CH2:21][CH2:22][CH2:23][CH2:24][CH2:25][CH2:26][CH2:27][CH2:28][CH2:29][CH2:30][CH2:31][CH2:32][CH3:33] |f:1.2|. Procedure: A solution of the diester (0.2 g; from example 75) in ethanol (5 ml) was treated with 10% aqueous NaOH (2.5 ml) exactly as in example 5 to provide a crystalline solid, m.p. 48°-50° C. The reactants are C(C)C1=CC=C(CNC2CCN(CC2)CCN2C(C=C(C3=CC=C(C=C23)OC)C(=O)NC)=O)C=C1 (1-(2-(4-(4-ethylbenzylamino)piperidin-1-yl)ethyl)-7-methoxy-N-methyl-2-oxo-1,2-dihydroquinoline-4-carboxamide), Cl.C(C)(=O)OCC (hydrogen chloride ethyl acetate). Solvent: CO (methanol). The product is Cl.C(C)C1=CC=C(CNC2CCN(CC2)CCN2C(C=C(C3=CC=C(C=C23)OC)C(=O)NC)=O)C=C1 (1-(2-(4-(4-ethylbenzylamino)piperidin-1-yl)ethyl)-7-methoxy-N-methyl-2-oxo-1,2-dihydroquinoline-4-carboxamide hydrochloride). Reaction SMILES: [CH2:1]([C:3]1[CH:35]=[CH:34][C:6]([CH2:7][NH:8][CH:9]2[CH2:14][CH2:13][N:12]([CH2:15][CH2:16][N:17]3[C:26]4[C:21](=[CH:22][CH:23]=[C:24]([O:27][CH3:28])[CH:25]=4)[C:20]([C:29]([NH:31][CH3:32])=[O:30])=[CH:19][C:18]3=[O:33])[CH2:11][CH2:10]2)=[CH:5][CH:4]=1)[CH3:2].[ClH:36].C(OCC)(=O)C>CO>[ClH:36].[CH2:1]([C:3]1[CH:35]=[CH:34][C:6]([CH2:7][NH:8][CH:9]2[CH2:10][CH2:11][N:12]([CH2:15][CH2:16][N:17]3[C:26]4[C:21](=[CH:22][CH:23]=[C:24]([O:27][CH3:28])[CH:25]=4)[C:20]([C:29]([NH:31][CH3:32])=[O:30])=[CH:19][C:18]3=[O:33])[CH2:13][CH2:14]2)=[CH:5][CH:4]=1)[CH3:2] |f:1.2,4.5|. Procedure: To 2 mL of a methanol solution containing 0.14 g of 1-(2-(4-(4-ethylbenzylamino)piperidin-1-yl)ethyl)-7-methoxy-N-methyl-2-oxo-1,2-dihydroquinoline-4-carboxamide, 1 mL of 4 mol/L hydrogen chloride/ethyl acetate was added at room temperature, and the solvent was removed under reduced pressure. Ethyl acetate was added to the residue thus obtained, and the resulting solid was filtered to give 0.15 g of 1-(2-(4-(4-ethylbenzylamino)piperidin-1-yl)ethyl)-7-methoxy-N-methyl-2-oxo-1,2-dihydroquinoline-4... The reactants are CI (methyl iodide), C(C1=CC=CC=C1)C1=NNC(N1CC(OCC)OCC)=S (3-benzyl-4-(2,2-diethoxyethyl)-4H-1,2,4-triazole-5-thione), solution, C[O-].[Na+] (sodium methoxide). Run in CO (methanol), CO (methanol). Yields the product C(C1=CC=CC=C1)C1=NN=C(N1CC(OCC)OCC)SC (3-benzyl-4-(2,2-diethoxyethyl)-5-methylthio-4H-1,2,4-triazole). RXN SMILES: [CH2:1]([C:8]1[N:12]([CH2:13][CH:14]([O:18][CH2:19][CH3:20])[O:15][CH2:16][CH3:17])[C:11](=[S:21])[NH:10][N:9]=1)[C:2]1[CH:7]=[CH:6][CH:5]=[CH:4][CH:3]=1.[CH3:22][O-].[Na+].CI>CO>[CH2:1]([C:8]1[N:12]([CH2:13][CH:14]([O:18][CH2:19][CH3:20])[O:15][CH2:16][CH3:17])[C:11]([S:21][CH3:22])=[N:10][N:9]=1)[C:2]1[CH:7]=[CH:6][CH:5]=[CH:4][CH:3]=1 |f:1.2|. Reported procedure: In 3 ml of methanol was dissolved 0.307 g of the 3-benzyl-4-(2,2-diethoxyethyl)-4H-1,2,4-triazole-5-thione prepared in Reference Example 2, followed by addition of 0.6 ml of a 2N solution of sodium methoxide in methanol. Under stirring, 0.07 ml of methyl iodide was added dropwise and, after 30 minutes, the methanol was evaporated off. The residue was diluted with water and extracted with chloroform. The chloroform layer was washed with water, dried over Na2SO4. Evaporation of the solvent gave 3-... RXN SMILES: [C:24]([OH:25])(=[O:26])[CH3:27].[CH3:1][O:2][C:3]([c:4]1[cH:5][n:6][c:7]([N:20]=[N+:21]=[N-:22])[c:8]([Cl:19])[c:9]1[NH:10][c:11]1[c:12]([Cl:18])[cH:13][c:14]([Br:17])[cH:15][cH:16]1)=[O:23].[CH3:32][CH2:33][O:34][C:35](=[O:36])[CH3:37].[Cl:28][CH2:29][Cl:30].[Zn:31]>>[CH3:1][O:2][C:3]([c:4]1[cH:5][n:6][c:7]([NH2:20])[c:8]([Cl:19])[c:9]1[NH:10][c:11]1[c:12]([Cl:18])[cH:13][c:14]([Br:17])[cH:15][cH:16]1)=[O:23]. Yields the product COC(=O)c1cnc(N)c(Cl)c1Nc1ccc(Br)cc1Cl. Starting materials: CC(=O)O, COC(=O)c1cnc(N=[N+]=[N-])c(Cl)c1Nc1ccc(Br)cc1Cl, CCOC(C)=O, ClCCl, [Zn]. Reactants: C1CCOC1, CCOC(=O)CC1OB(O)c2cc(OC)cc(F)c21, [Li+], [OH-], O. Yields the product COc1cc(F)c2c(c1)B(O)OC2CC(=O)O. RXN SMILES: [CH2:22]1[O:23][CH2:24][CH2:25][CH2:26]1.[F:1][c:2]1[cH:3][c:4]([O:18][CH3:19])[cH:5][c:6]2[c:10]1[CH:9]([CH2:11][C:12](=[O:13])[O:14][CH2:15][CH3:16])[O:8][B:7]2[OH:17].[Li+:20].[OH-:21].[OH2:27]>>[F:1][c:2]1[cH:3][c:4]([O:18][CH3:19])[cH:5][c:6]2[c:10]1[CH:9]([CH2:11][C:12](=[O:13])[OH:14])[O:8][B:7]2[OH:17].